From a dataset of the Open Reaction Database (ORD), a public repository of structured organic reaction records. describe an organic reaction: reactants, conditions, products, and yield Reactants: N1C=NC=C1 (imidazole), thionyl, S(=O)(Cl)Cl (thionyl chloride), S(=O)(C=1NC=CN1)C=1NC=CN1 (thionylbisimidazole), C1(=CC=CC=C1)C1=CC=CC=C1.C1(=CC=CC=C1)CO (biphenyl phenyl-carbinol). Run in C(C)#N (acetonitrile). Product: C=1C=CC(=CC1)C=2C=CC(=CC2)C(C=3C=CC=CC3)N4C=CN=C4 (Bifonazole). Yield: 56.0%. RXN SMILES: [NH:1]1[CH:5]=[CH:4][N:3]=[CH:2]1.S(Cl)(Cl)=O.S(C1NC=CN=1)(C1NC=CN=1)=O.[C:22]1([C:28]2[CH:33]=[CH:32][CH:31]=[CH:30][CH:29]=2)[CH:27]=[CH:26][CH:25]=[CH:24][CH:23]=1.[C:34]1([CH2:40]O)[CH:39]=[CH:38][CH:37]=[CH:36][CH:35]=1>C(#N)C>[CH:25]1[CH:24]=[CH:23][C:22]([C:28]2[CH:29]=[CH:30][C:31]([CH:40]([N:1]3[CH:2]=[N:3][CH:4]=[CH:5]3)[C:34]3[CH:35]=[CH:36][CH:37]=[CH:38][CH:39]=3)=[CH:32][CH:33]=2)=[CH:27][CH:26]=1 |f:3.4|. Procedure details: The second and third stage of synthesis consists of making imidazole react with thionyl chloride, using acetonitrile as solvent; the operation is performed at 10° C. To the resulting thionylbisimidazole solution, biphenyl-phenyl-carbinol is added in a 1:4 molar relation to the thionyl. After fifteen hours at room temperature, the solvent is removed by vacuum distillation. The remaining is dissolved in chloroform and washed with water, the organic phase is dried over sodium sulfate; after filteri...